Dataset: the Open Reaction Database (ORD), a public repository of structured organic reaction records. Task: describe an organic reaction: reactants, conditions, products, and yield The reactants are C1CCOC1, COC(=O)c1ccn2cc(-c3c(-c4ccccc4)noc3C)nc2c1, CO, [Li+], [OH-], O, O. The product is Cc1onc(-c2ccccc2)c1-c1cn2ccc(C(=O)O)cc2n1. RXN SMILES: [CH2:29]1[O:30][CH2:31][CH2:32][CH2:33]1.[CH3:1][O:2][C:3](=[O:4])[c:5]1[cH:6][c:7]2[n:8]([cH:9][cH:10]1)[cH:11][c:12](-[c:14]1[c:15](-[c:20]3[cH:21][cH:22][cH:23][cH:24][cH:25]3)[n:16][o:17][c:18]1[CH3:19])[n:13]2.[CH3:35][OH:36].[Li+:28].[OH-:27].[OH2:26].[OH2:34]>>[O:2]=[C:3]([OH:4])[c:5]1[cH:6][c:7]2[n:8]([cH:9][cH:10]1)[cH:11][c:12](-[c:14]1[c:15](-[c:20]3[cH:21][cH:22][cH:23][cH:24][cH:25]3)[n:16][o:17][c:18]1[CH3:19])[n:13]2. Starting materials: BrC=1C=C(C=CC1F)C (3-Bromo-4-fluorotoluene), BrN1C(CCC1=O)=O (N-bromosuccinimide). The reagents and catalysts are C(C1=CC=CC=C1)(=O)OOC(C1=CC=CC=C1)=O (benzoyl peroxide). Solvent: C(Cl)(Cl)(Cl)Cl (carbon tetrachloride). Yields the product BrC=1C=C(CBr)C=CC1F (3-Bromo-4-fluorobenzylbromide). Yield: 98.3%. Reaction SMILES: [Br:1][C:2]1[CH:3]=[C:4]([CH3:9])[CH:5]=[CH:6][C:7]=1[F:8].[Br:10]N1C(=O)CCC1=O>C(Cl)(Cl)(Cl)Cl.C(OOC(=O)C1C=CC=CC=1)(=O)C1C=CC=CC=1>[Br:1][C:2]1[CH:3]=[C:4]([CH:5]=[CH:6][C:7]=1[F:8])[CH2:9][Br:10]. Reported procedure: 3-Bromo-4-fluorotoluene (9.36 g; 49.5 mmol) was dissolved in carbon tetrachloride (100 ml), and N-bromosuccinimide (8.82 g; 49.6 mmol) and benzoyl peroxide (200 mg) were added thereto. The mixture was heated under reflux for 1 hour, and then cooled. Insoluble matter was filtered off, followed by washing with carbon tetrachloride. The filtrate was concentrated under reduced pressure, and n-hexane (120 ml) was added thereto. The mixture was left to stand, and insoluble matter was filtered off, fol...